Dataset: the Open Reaction Database (ORD), a public repository of structured organic reaction records. Task: describe an organic reaction: reactants, conditions, products, and yield Starting materials: CO, CC(=O)[O-], CC(=O)C(C)Oc1ccc(Cl)cc1, [NH4+]. Product: CC(N)C(C)Oc1ccc(Cl)cc1. As a reaction SMILES: [CH3:19][OH:20].[CH3:2][C:3](=[O:4])[O-:5].[Cl:6][c:7]1[cH:8][cH:9][c:10]([O:11][CH:12]([C:13]([CH3:14])=[O:15])[CH3:16])[cH:17][cH:18]1.[NH4+:1]>>[NH2:1][CH:13]([CH:12]([O:11][c:10]1[cH:9][cH:8][c:7]([Cl:6])[cH:18][cH:17]1)[CH3:16])[CH3:14]. The reactants are C1=CC=CC2=CC=CC=C12 (naphthalene), ( 1 ), C=CC (propylene), C1=CC=CC2=CC=CC=C12 (naphthalene), C=CC (propylene), C1=CC=CC2=CC=CC=C12 (naphthalene). The reagents and catalysts are P(O)(O)(O)=O (phosphoric acid). The product is C(C)(C)C1=CC=CC2=CC=CC=C12 (α-isopropylnaphthalene). As a reaction SMILES: [CH:1]1[C:10]2[C:5](=[CH:6][CH:7]=[CH:8][CH:9]=2)[CH:4]=[CH:3][CH:2]=1.[CH2:11]=[CH:12][CH3:13]>P(=O)(O)(O)O>[CH:12]([C:9]1[C:10]2[C:5](=[CH:4][CH:3]=[CH:2][CH:1]=2)[CH:6]=[CH:7][CH:8]=1)([CH3:13])[CH3:11]. Reported procedure: These and other objects and advantages of the invention by the instant process comprises (1) alkylating naphthalene with propylene in the presence of a phosphoric acid catalyst supported on SiO2, at a temperature of 150°-280° C. and a pressure of 5-30 atm. using a mol ratio of 1/5 to 1/20 mol propylene per 1 mol of starting naphthalene, until in the reaction 45 to 65% of the naphthalene has been isopropylated and then without separating off the unreacted naphthalene, (2) further treating the alk... RXN SMILES: [C:19](#[N:20])[c:21]1[cH:22][cH:23][c:24]([C:25](=[O:26])[OH:27])[cH:28][cH:29]1.[CH2:47]([Cl:48])[Cl:49].[CH3:31][N:32]([CH3:33])[CH2:34][CH2:35][CH2:36][N:37]=[C:38]=[N:39][CH2:40][CH3:41].[ClH:30].[NH2:1][c:2]1[cH:3][cH:4][c:5]([CH3:18])[c:6]([NH:8][C:9]([c:10]2[cH:11][cH:12][c:13]([OH:16])[cH:14][cH:15]2)=[O:17])[cH:7]1.[O:42]=[CH:43][N:44]([CH3:45])[CH3:46]>>[NH:1]([c:2]1[cH:3][cH:4][c:5]([CH3:18])[c:6]([NH:8][C:9]([c:10]2[cH:11][cH:12][c:13]([OH:16])[cH:14][cH:15]2)=[O:17])[cH:7]1)[C:25]([c:24]1[cH:23][cH:22][c:21]([C:19]#[N:20])[cH:29][cH:28]1)=[O:26]. The reactants are N#Cc1ccc(C(=O)O)cc1, ClCCl, CCN=C=NCCCN(C)C, Cl, Cc1ccc(N)cc1NC(=O)c1ccc(O)cc1, CN(C)C=O. The product is Cc1ccc(NC(=O)c2ccc(C#N)cc2)cc1NC(=O)c1ccc(O)cc1. Starting materials: Cl (HCl), C(CCCCCCCCCCC)S(=O)(=O)Cl (1-Dodecanesulfonyl chloride), ClC1=CC2=C(NC(=N2)C=2C=CC(=C(C2)N)OC)C=C1Cl (5-(5,6-dichloro-1H-benzoimidazol-2-yl)-2-methoxy-phenylamine), O (water). The solvent is N1=CC=CC=C1 (pyridine). Reaction conditions: temperature 80 celsius. Product: ClC1=CC2=C(NC(=N2)C=2C=CC(=C(C2)NS(=O)(=O)CCCCCCCCCCCC)OC)C=C1Cl (Dodecane-1-sulfonic acid [5-(5,6-dichloro-1H-benzoimidazol-2-yl)-2-methoxy-phenyl]-amide). Isolated yield 4.0%. Reaction SMILES: [CH2:1]([S:13](Cl)(=[O:15])=[O:14])[CH2:2][CH2:3][CH2:4][CH2:5][CH2:6][CH2:7][CH2:8][CH2:9][CH2:10][CH2:11][CH3:12].[Cl:17][C:18]1[C:35]([Cl:36])=[CH:34][C:21]2[NH:22][C:23]([C:25]3[CH:26]=[CH:27][C:28]([O:32][CH3:33])=[C:29]([NH2:31])[CH:30]=3)=[N:24][C:20]=2[CH:19]=1.O.Cl>N1C=CC=CC=1>[Cl:36][C:35]1[C:18]([Cl:17])=[CH:19][C:20]2[NH:24][C:23]([C:25]3[CH:26]=[CH:27][C:28]([O:32][CH3:33])=[C:29]([NH:31][S:13]([CH2:1][CH2:2][CH2:3][CH2:4][CH2:5][CH2:6][CH2:7][CH2:8][CH2:9][CH2:10][CH2:11][CH3:12])(=[O:15])=[O:14])[CH:30]=3)=[N:22][C:21]=2[CH:34]=1. Reported procedure: 1-Dodecanesulfonyl chloride (0.38 g, 1.4 mmol) was added to a stirred suspension of 5-(5,6-dichloro-1H-benzoimidazol-2-yl)-2-methoxy-phenylamine from Step B (0.6 g, 1.4 mmol) in pyridine (6 mL) under an inert atmosphere, warmed briefly to 80° C. then stirred at room temperature. After approximately 20 hours the mixture was poured into water (60 mL), stirred, and acidified with aqueous HCl. After several hours the mixture was extracted with dichloromethane (60 mL, 30 mL) and the combined extracts... Starting materials: Example 44 ( e ), C([O-])([O-])=O.[K+].[K+] (potassium carbonate), OC1CN(CC(C1C1=CC=C(C=C1)O)CO)C(=O)OC(C)(C)C (tert-butyl (3RS,4RS,5SR)-3-hydroxy-5-hydroxymethyl-4-(4-hydroxy-phenyl)-piperidine-1-carboxylate), BrCCCOCC1=CC=CC=C1 (benzyl 3-bromopropyl ether). The solvent is CC(CC)=O (butan-2-one). Yields the product C(C1=CC=CC=C1)OCCCOC1=CC=C(C=C1)C1C(CN(CC1CO)C(=O)OC(C)(C)C)O (tert-butyl (3RS,4RS,5SR)-4-[4-(3-benzyloxy-propoxy)-phenyl]-3-hydroxy-5-hydroxymethyl-piperidine-1-carboxylate). RXN SMILES: [OH:1][CH:2]1[CH:7]([C:8]2[CH:13]=[CH:12][C:11]([OH:14])=[CH:10][CH:9]=2)[CH:6]([CH2:15][OH:16])[CH2:5][N:4]([C:17]([O:19][C:20]([CH3:23])([CH3:22])[CH3:21])=[O:18])[CH2:3]1.Br[CH2:25][CH2:26][CH2:27][O:28][CH2:29][C:30]1[CH:35]=[CH:34][CH:33]=[CH:32][CH:31]=1.C(=O)([O-])[O-].[K+].[K+]>CC(=O)CC>[CH2:29]([O:28][CH2:27][CH2:26][CH2:25][O:14][C:11]1[CH:10]=[CH:9][C:8]([CH:7]2[CH:6]([CH2:15][OH:16])[CH2:5][N:4]([C:17]([O:19][C:20]([CH3:23])([CH3:22])[CH3:21])=[O:18])[CH2:3][CH:2]2[OH:1])=[CH:13][CH:12]=1)[C:30]1[CH:35]=[CH:34][CH:33]=[CH:32][CH:31]=1 |f:2.3.4|. Procedure details: In an analogous manner to that described in Example 44 (e), by alkylating tert-butyl (3RS,4RS,5SR)-3-hydroxy-5-hydroxymethyl-4-(4-hydroxy-phenyl)-piperidine-1-carboxylate with benzyl 3-bromopropyl ether in the presence of potassium carbonate in butan-2-one there was obtained tert-butyl (3RS,4RS,5SR)-4-[4-(3-benzyloxy-propoxy)-phenyl]-3-hydroxy-5-hydroxymethyl-piperidine-1-carboxylate as a colourless oil; MS: 472 (M+H)+. Reactants: CC(=O)Nc1cc(Oc2ccc3ccc(C(=O)Nc4ccc(C#N)c(C(F)(F)F)c4)cc3c2)ccn1, C1CCOC1, CO, [H][H], N. Yields the product CC(=O)Nc1cc(Oc2ccc3ccc(C(=O)Nc4ccc(CN)c(C(F)(F)F)c4)cc3c2)ccn1. As a reaction SMILES: [C:1]([CH3:2])(=[O:3])[NH:4][c:5]1[n:6][cH:7][cH:8][c:9]([O:11][c:12]2[cH:13][cH:14][c:15]3[cH:16][cH:17][c:18]([C:22](=[O:23])[NH:24][c:25]4[cH:26][c:27]([C:33]([F:34])([F:35])[F:36])[c:28]([C:31]#[N:32])[cH:29][cH:30]4)[cH:19][c:20]3[cH:21]2)[cH:10]1.[CH2:39]1[O:40][CH2:41][CH2:42][CH2:43]1.[CH3:45][OH:46].[H:37][H:38].[NH3:44]>>[C:1]([CH3:2])(=[O:3])[NH:4][c:5]1[n:6][cH:7][cH:8][c:9]([O:11][c:12]2[cH:13][cH:14][c:15]3[cH:16][cH:17][c:18]([C:22](=[O:23])[NH:24][c:25]4[cH:26][c:27]([C:33]([F:34])([F:35])[F:36])[c:28]([CH2:31][NH2:32])[cH:29][cH:30]4)[cH:19][c:20]3[cH:21]2)[cH:10]1. The reactants are C(#N)C(COCC1=CC=CC=C1)NC(CC)=O (N-{1-cyano-2-[(phenylmethyl)oxy]ethyl}propanamide), C1(=CC=CC=C1)P(C1=CC=CC=C1)C1=CC=CC=C1 (triphenylphosphine), C(Cl)(Cl)(Cl)Cl (carbon tetrachloride). The solvent is C(C)#N (acetonitrile). Conditions: time 15 minute. Yields the product ClC=1N=C(NC1COCC1=CC=CC=C1)CC (4-chloro-2-ethyl-5-{[(phenylmethyl)oxy]methyl}-1H-imidazole). Yield: 64.2%. Reaction SMILES: [C:1]([CH:3]([NH:13][C:14](=O)[CH2:15][CH3:16])[CH2:4][O:5][CH2:6][C:7]1[CH:12]=[CH:11][CH:10]=[CH:9][CH:8]=1)#[N:2].C1(P(C2C=CC=CC=2)C2C=CC=CC=2)C=CC=CC=1.C(Cl)(Cl)(Cl)[Cl:38]>C(#N)C>[Cl:38][C:1]1[N:2]=[C:14]([CH2:15][CH3:16])[NH:13][C:3]=1[CH2:4][O:5][CH2:6][C:7]1[CH:12]=[CH:11][CH:10]=[CH:9][CH:8]=1. Procedure details: A solution of N-{1-cyano-2-[(phenylmethyl)oxy]ethyl}propanamide (3.62 g, 15.6 mmol), triphenylphosphine (10.2 g, 39.0 mmol), and carbon tetrachloride (3.8 mL, 39.0 mmol) in acetonitrile (150 mL) was heated at 45° C. for 4.5 h. The reaction was concentrated and the residue was stirred in CH2Cl2 (170 mL) and 0.5 N NaOH (150 mL) for 15 min. The organic layer was isolated, dried (Na2SO4), filtered, concentrated and the residue was purified by silica gel flash column chromatography (5-50% EtOAc:hexan... The reactants are FC1=C(C=C(C=C1)[N+](=O)[O-])NS(=O)(=O)C (N-(2-fluoro-5-nitrophenyl)methanesulfonamide), C1(CCCCC1)O (cyclohexanol). Yields the product C1(CCCCC1)OC1=C(C=C(C=C1)[N+](=O)[O-])NS(=O)(=O)C (N-(2-cyclohexyloxy-5-nitrophenyl)methanesulfonamide). RXN SMILES: F[C:2]1[CH:7]=[CH:6][C:5]([N+:8]([O-:10])=[O:9])=[CH:4][C:3]=1[NH:11][S:12]([CH3:15])(=[O:14])=[O:13].[CH:16]1([OH:22])[CH2:21][CH2:20][CH2:19][CH2:18][CH2:17]1>>[CH:16]1([O:22][C:2]2[CH:7]=[CH:6][C:5]([N+:8]([O-:10])=[O:9])=[CH:4][C:3]=2[NH:11][S:12]([CH3:15])(=[O:14])=[O:13])[CH2:21][CH2:20][CH2:19][CH2:18][CH2:17]1. Reported procedure: Then, N-(2-fluoro-5-nitrophenyl)methanesulfonamide and cyclohexanol are subjected to etherification in the presence of a base to give N-(2-cyclohexyloxy-5-nitrophenyl)methanesulfonamide. Run in C(Cl)Cl (methylene chloride), C(Cl)Cl (methylene chloride). The reactants are BrBr (bromine), C(C)OC(C(C(=O)OCC)CCCC)=O (Diethyl-n-butylmalonate), resultant mixture. Procedure details: Diethyl-n-butylmalonate (32.2 gm) was dissolved in methylene chloride (200 ml) and treated, dropwise, with a solution of bromine (24.0 gm) dissolved in methylene chloride (25 ml). The resultant mixture was stirred (1 hour, room temperature) whereupon an orange coloration persisted. The solvent was removed under vacuum, and the residue distilled under high vacuum to give the desired product as a clear oil (boiling point temperature 105° C. to 110° C.; 36.0 gm). 1H NMR (CDCl3): δ=0.89-0.92 (t, 3H)... The product is C(C)OC(C(C(=O)OCC)(CCCC)Br)=O (Diethyl-α-bromo-α-n-butylmalonate). Yield: 81.9%. Reaction SMILES: [CH2:1]([O:3][C:4](=[O:15])[CH:5]([CH2:11][CH2:12][CH2:13][CH3:14])[C:6]([O:8][CH2:9][CH3:10])=[O:7])[CH3:2].[Br:16]Br>C(Cl)Cl>[CH2:1]([O:3][C:4](=[O:15])[C:5]([Br:16])([CH2:11][CH2:12][CH2:13][CH3:14])[C:6]([O:8][CH2:9][CH3:10])=[O:7])[CH3:2].